From a dataset of the Open Reaction Database (ORD), a public repository of structured organic reaction records. describe an organic reaction: reactants, conditions, products, and yield The reactants are N1=CC=C(C=C1)NC1=CC=C(C=C1)OC (4-(4-pyridylamino)-methoxybenzene), N (ammonia). The solvent is Br (hydrobromic acid). Reaction conditions: temperature 140 celsius. Yields the product N1=CC=C(C=C1)NC1=CC=C(C=C1)O (4-(4-pyridylamino)phenol). RXN SMILES: [N:1]1[CH:6]=[CH:5][C:4]([NH:7][C:8]2[CH:13]=[CH:12][C:11]([O:14]C)=[CH:10][CH:9]=2)=[CH:3][CH:2]=1.N>Br>[N:1]1[CH:2]=[CH:3][C:4]([NH:7][C:8]2[CH:13]=[CH:12][C:11]([OH:14])=[CH:10][CH:9]=2)=[CH:5][CH:6]=1. Procedure: A mixture of the product from step (i) above (2.0 g) and 48% w/v hydrobromic acid (30 ml) was heated at 140° C. for 4 hours. The cooled solution was neutralised with 0.880 ammonia solution and then extracted four times with ethyl acetate. The combined organic extracts were washed with water and saturated sodium chloride solution, then dried (MgSO4) and evaporated. Purification by flash chromatography on silica, eluting with 10 to 20% v/v methanol/dichloromethane gave 4-(4-pyridylamino)phenol, 0.... Starting materials: COC=1C=C(C=CC1)C=CC(CCCCC)=O (1-(3-methoxyphenyl)-1-octen-3-one), COC=1C=C(C=CC1)C=CC(C)=O (4-(3-methoxyphenyl)-3-buten-2-one). The product is COC=1C=C(C=CC1)CCC(CCCCC)=O (1-(3-methoxyphenyl)octan-3-one). As a reaction SMILES: [CH3:1][O:2][C:3]1[CH:4]=[C:5]([CH:9]=[CH:10][C:11](=[O:17])[CH2:12][CH2:13][CH2:14][CH2:15][CH3:16])[CH:6]=[CH:7][CH:8]=1.COC1C=C(C=CC(=O)C)C=CC=1>>[CH3:1][O:2][C:3]1[CH:4]=[C:5]([CH2:9][CH2:10][C:11](=[O:17])[CH2:12][CH2:13][CH2:14][CH2:15][CH3:16])[CH:6]=[CH:7][CH:8]=1. Procedure: Following the procedure of Example 15 and substituting an equivalent quantity of 1-(3-methoxyphenyl)-1-octen-3-one for 4-(3-methoxyphenyl)-3-buten-2-one there was obtained as the product 1-(3-methoxyphenyl)octan-3-one as a colorless oil.